Dataset: the Open Reaction Database (ORD), a public repository of structured organic reaction records. Task: describe an organic reaction: reactants, conditions, products, and yield Reactants: CC(C)C[Al+]CC(C)C, Cl, [H-], C1CCOC1, COC(=O)CCc1cnoc1-c1ccc(-c2ccccc2)cc1. Yields the product OCCCc1cnoc1-c1ccc(-c2ccccc2)cc1. RXN SMILES: [CH2:25]([Al+:26][CH2:27][CH:28]([CH3:29])[CH3:30])[CH:31]([CH3:32])[CH3:33].[ClH:34].[H-:24].[O:35]1[CH2:36][CH2:37][CH2:38][CH2:39]1.[c:1]1(-[c:7]2[cH:8][cH:9][c:10](-[c:13]3[c:14]([CH2:18][CH2:19][C:20](=[O:21])[O:22][CH3:23])[cH:15][n:16][o:17]3)[cH:11][cH:12]2)[cH:2][cH:3][cH:4][cH:5][cH:6]1>>[c:1]1(-[c:7]2[cH:8][cH:9][c:10](-[c:13]3[c:14]([CH2:18][CH2:19][CH2:20][OH:21])[cH:15][n:16][o:17]3)[cH:11][cH:12]2)[cH:2][cH:3][cH:4][cH:5][cH:6]1. Starting materials: ClC=1C=C(C=CC1)C1=CC(=NC2=CC=C(C=C12)C(O)C1=COC=C1)OC (4-(3-chlorophenyl)-α-(3-furanyl)-2-methoxy-6-quinolinemethanol). The reagents and catalysts are O=[Mn]=O (MnO2). Solvent: ClC(Cl)Cl (trichloromethane). Yields the product ClC=1C=C(C=CC1)C1=CC(=NC2=CC=C(C=C12)C(=O)C1=COC=C1)OC ([4-(3-chlorophenyl)-2-methoxy-6-quinolinyl]-3-furanyl-methanone). Isolated yield 82.7%. As a reaction SMILES: [Cl:1][C:2]1[CH:3]=[C:4]([C:8]2[C:17]3[C:12](=[CH:13][CH:14]=[C:15]([CH:18]([C:20]4[CH:24]=[CH:23][O:22][CH:21]=4)[OH:19])[CH:16]=3)[N:11]=[C:10]([O:25][CH3:26])[CH:9]=2)[CH:5]=[CH:6][CH:7]=1>ClC(Cl)Cl.O=[Mn]=O>[Cl:1][C:2]1[CH:3]=[C:4]([C:8]2[C:17]3[C:12](=[CH:13][CH:14]=[C:15]([C:18]([C:20]4[CH:24]=[CH:23][O:22][CH:21]=4)=[O:19])[CH:16]=3)[N:11]=[C:10]([O:25][CH3:26])[CH:9]=2)[CH:5]=[CH:6][CH:7]=1. Reported procedure: A mixture of (intermediate 24) (0.0382 mol) and MnO2 (28 g) in trichloromethane (200 ml) was stirred and refluxed overnight. The mixture was cooled to room temperature, filtered over celite and the solvent was evaporated till dryness. The product was used without further purification, yielding 11.5 g (82.7%) of [4-(3-chlorophenyl)-2-methoxy-6-quinolinyl]-3-furanyl-methanone (intermediate 25).